From a dataset of the Open Reaction Database (ORD), a public repository of structured organic reaction records. describe an organic reaction: reactants, conditions, products, and yield The reactants are C(C)(C)(C)OC(=O)NC1CSC2=C(C1)C(=CC=C2)OC (N-t-butoxycarbonyl-3,4-dihydro-5-methoxy-2H-[1]-benzothiopyran-3-amine). The solvent is FC(C(=O)O)(F)F (trifluoroacetic acid). Product: COC1=CC=CC2=C1CC(CS2)N (3,4-dihydro-5-methoxy-2H-[1]-benzothiopyran-3-amine). Reaction SMILES: C(OC([NH:8][CH:9]1[CH2:14][C:13]2[C:15]([O:19][CH3:20])=[CH:16][CH:17]=[CH:18][C:12]=2[S:11][CH2:10]1)=O)(C)(C)C>FC(F)(F)C(O)=O>[CH3:20][O:19][C:15]1[C:13]2[CH2:14][CH:9]([NH2:8])[CH2:10][S:11][C:12]=2[CH:18]=[CH:17][CH:16]=1. Reported procedure: A solution of 10 g of N-t-butoxycarbonyl-3,4-dihydro-5-methoxy-2H-[1]-benzothiopyran-3-amine in 30 ml of trifluoroacetic acid is kept at room temperature for 1 hour. The solvent is removed in vacuo, the residue is treated with 1N NaOH and the product is extracted with ether. After drying over magnesium sulfate, the solvent is removed in vacuo to afford 3,4-dihydro-5-methoxy-2H-[1]-benzothiopyran-3-amine as an oil. Reactants: C(C)(C)(C)OC(NCC1=C(C(=CC(=C1)C=O)Cl)F)=O ((3-chloro-2-fluoro-5-formyl-benzyl)-carbamic acid tert-butyl ester), C(C)(=O)O[BH-](OC(C)=O)OC(C)=O.[Na+] (sodium triacetoxyborohydride), COCCNC (N-methoxyethyl-methylamine), C(C)(=O)O (acetic acid). Run in C1CCOC1 (THF). Yields the product C(C)(C)(C)OC(NCC1=C(C(=CC(=C1)CN(C)CCOC)Cl)F)=O ((3-Chloro-2-fluoro-5-{[(2-methoxy-ethyl)-methyl-amino]-methyl}-benzyl)-carbamic acid tert-butyl ester). RXN SMILES: [C:1]([O:5][C:6](=[O:19])[NH:7][CH2:8][C:9]1[CH:14]=[C:13]([CH:15]=O)[CH:12]=[C:11]([Cl:17])[C:10]=1[F:18])([CH3:4])([CH3:3])[CH3:2].[CH3:20][O:21][CH2:22][CH2:23][NH:24][CH3:25].C(O)(=O)C.C(O[BH-](OC(=O)C)OC(=O)C)(=O)C.[Na+]>C1COCC1>[C:1]([O:5][C:6](=[O:19])[NH:7][CH2:8][C:9]1[CH:14]=[C:13]([CH2:15][N:24]([CH2:23][CH2:22][O:21][CH3:20])[CH3:25])[CH:12]=[C:11]([Cl:17])[C:10]=1[F:18])([CH3:4])([CH3:3])[CH3:2] |f:3.4|. Procedure: was prepared according to Scheme C2 (step C) from (3-chloro-2-fluoro-5-formyl-benzyl)-carbamic acid tert-butyl ester (200 mg, 0.59 mmol), N-methoxyethyl-methylamine (74 mg, 0.83 mmol), acetic acid (0.06 mL, 1.0 mmol) and sodium triacetoxyborohydride (368 mg, 1.7 mmol) in THF (8 mL). MS (LC-MS): 362.3 [M+H]+; tR (HPLC conditions c): 4.04 min. Run in CCO (EtOH). Reaction SMILES: [C:1]([NH:8][CH2:9][CH2:10][CH2:11][NH2:12])([O:3][C:4]([CH3:7])([CH3:6])[CH3:5])=[O:2].[N+:13]([C:16]1[CH:17]=[C:18]([N:22]=[C:23]=[O:24])[CH:19]=[CH:20][CH:21]=1)([O-:15])=[O:14]>CCO>[C:4]([O:3][C:1](=[O:2])[NH:8][CH2:9][CH2:10][CH2:11][NH:12][C:23]([NH:22][C:18]1[CH:19]=[CH:20][CH:21]=[C:16]([N+:13]([O-:15])=[O:14])[CH:17]=1)=[O:24])([CH3:5])([CH3:6])[CH3:7]. Reactants: C(=O)(OC(C)(C)C)NCCCN (N-boc-1,3-diaminopropane), [N+](=O)([O-])C=1C=C(C=CC1)N=C=O (3-nitrophenyl isocyanate). Conditions: time 8 hour. The product is C(C)(C)(C)OC(NCCCNC(=O)NC1=CC(=CC=C1)[N+](=O)[O-])=O ({3-[3-(3-Nitro-phenyl)-ureido]-propyl}-carbamic Acid-tert-butyl ester). Procedure: A solution of 3.35 g (19.2 mmol) of N-boc-1,3-diaminopropane in 50 ml of EtOH is mixed at 0° C. in portions with 3.15 g (19.2 mmol) of 3-nitrophenyl isocyanate. The batch is stirred overnight at room temperature and then concentrated by evaporation in a rotary evaporator. It is mixed with DCM and washed with water. The organic phase is filtered through a Whatman filter and concentrated by evaporation. 6.4 g (18.9 mmol, corresponding to 98% of theory) of the product is obtained. RXN SMILES: [C:1]([O:5][C:6]([N:8]1[CH2:13][CH2:12][CH:11]([S:14][C:15]2[CH:16]=[C:17]3[C:22](=[CH:23][C:24]=2[Cl:25])[C:21](=[O:26])[N:20]([CH2:27][C:28]2[CH:33]=[CH:32][C:31]([O:34][CH3:35])=[CH:30][CH:29]=2)[CH:19]=[CH:18]3)[CH2:10][CH2:9]1)=[O:7])([CH3:4])([CH3:3])[CH3:2].ClC1C=CC=C(C(OO)=[O:44])C=1>ClCCl>[C:1]([O:5][C:6]([N:8]1[CH2:9][CH2:10][CH:11]([S:14]([C:15]2[CH:16]=[C:17]3[C:22](=[CH:23][C:24]=2[Cl:25])[C:21](=[O:26])[N:20]([CH2:27][C:28]2[CH:29]=[CH:30][C:31]([O:34][CH3:35])=[CH:32][CH:33]=2)[CH:19]=[CH:18]3)=[O:44])[CH2:12][CH2:13]1)=[O:7])([CH3:4])([CH3:3])[CH3:2]. Solvent: ClCCl (dichloromethane), ClCCl (dichloromethane). Starting materials: C(C)(C)(C)OC(=O)N1CCC(CC1)SC=1C=C2C=CN(C(C2=CC1Cl)=O)CC1=CC=C(C=C1)OC (4-[7-Chloro-2-(4-methoxy-benzyl)-1-oxo-1,2-dihydro-isoquinolin-6-ylsulfanyl]-piperidine-1-carboxylic acid tert-butyl ester), ClC1=CC(=CC=C1)C(=O)OO (m-Chloroperbenzoic acid). Reported procedure: 206 mg 4-[7-Chloro-2-(4-methoxy-benzyl)-1-oxo-1,2-dihydro-isoquinolin-6-ylsulfanyl]-piperidine-1-carboxylic acid tert-butyl ester (285) in 6 ml of dichloromethane were treated with 83 mg m-Chloroperbenzoic acid over 2 h. The mixture was diluted with dichloromethane and washed with sodium hydrogen carbonate solution and brine. After drying over sodium sulfate all volatiles were evaporated and the crude product purified by chromatography 2:1 (ethyl acetate/Heptane) to obtain 4-[7-Chloro-2-(4-metho... The product is C(C)(C)(C)OC(=O)N1CCC(CC1)S(=O)C=1C=C2C=CN(C(C2=CC1Cl)=O)CC1=CC=C(C=C1)OC (4-[7-Chloro-2-(4-methoxy-benzyl)-1-oxo-1,2-dihydro-isoquinoline-6-sulfinyl]-piperidine-1-carboxylic acid tert-butyl ester). Reactants: ClCCl, CC(C)(C)[O-], CN(C)C=O, CCOC(C)=O, [K+], C[N+](=O)[O-], O=NCNC1=Nc2ccsc2C(c2ccccc2)=NC1. Product: O=[N+]([O-])C=C1CN=C(c2ccccc2)c2sccc2N1. As a reaction SMILES: [CH2:36]([Cl:37])[Cl:38].[CH3:25][C:26]([CH3:27])([O-:28])[CH3:29].[CH3:31][N:32]([CH3:33])[CH:34]=[O:35].[CH3:39][CH2:40][O:41][C:42](=[O:43])[CH3:44].[K+:30].[N+:21](=[O:22])([O-:23])[CH3:24].[N:1]([CH2:2][NH:3][C:5]1=[N:11][c:10]2[c:9]([s:14][cH:13][cH:12]2)[C:8]([c:15]2[cH:16][cH:17][cH:18][cH:19][cH:20]2)=[N:7][CH2:6]1)=[O:4]>>[C:5]1(=[CH:24][N+:21](=[O:22])[O-:23])[CH2:6][N:7]=[C:8]([c:15]2[cH:16][cH:17][cH:18][cH:19][cH:20]2)[c:9]2[c:10]([cH:12][cH:13][s:14]2)[NH:11]1. The reactants are [Li+].[OH-] (LiOH), BrC1=C(NC2=CC=C(C=C12)OCCO[Si](C)(C)C(C)(C)C)C(=O)OCC (ethyl 3-bromo-5-[(2-{[(1,1-dimethylethyl)(dimethyl)silyl]oxy}ethyl)oxy]-1H-indole-2-carboxylate). The solvent is C1CCOC1 (THF), CO (methanol). Conditions: time 8 hour. Product: BrC1=C(NC2=CC=C(C=C12)OCCO)C(=O)O (3-Bromo-5-[(2-hydroxyethyl)oxy]-1H-indole-2-carboxylic acid). Isolated yield 98.1%. As a reaction SMILES: [Li+].[OH-].[Br:3][C:4]1[C:12]2[C:7](=[CH:8][CH:9]=[C:10]([O:13][CH2:14][CH2:15][O:16][Si](C(C)(C)C)(C)C)[CH:11]=2)[NH:6][C:5]=1[C:24]([O:26]CC)=[O:25]>C1COCC1.CO>[Br:3][C:4]1[C:12]2[C:7](=[CH:8][CH:9]=[C:10]([O:13][CH2:14][CH2:15][OH:16])[CH:11]=2)[NH:6][C:5]=1[C:24]([OH:26])=[O:25] |f:0.1|. Procedure details: LiOH (1 N in water, 4 mL, 4 mmol) was added to a solution of ethyl 3-bromo-5-[(2-{[(1,1-dimethylethyl)(dimethyl)silyl]oxy}ethyl)oxy]-1H-indole-2-carboxylate (0.121 g, 0.275 mmol) in THF (4 mL) and methanol (4 mL). The solution was stirred at room temp overnight. The reaction mixture was evaporated to a residue and partitioned between EtOAc and 1 N HCl. The organic layer was separated, dried over MgSO4, and evaporated to a crude solid to afford the title compound (0.081 g, 89%) as a white solid. ... The reactants are [BH4-], CC(=O)O[BH-](OC(C)=O)OC(C)=O, ClCCl, CC(=O)O, Cc1cc(N)ccc1C(=O)OC(C)(C)C, [Na+], [Na+], CN(CCN1CCC(OC(=O)Nc2ccccc2-c2ccccc2)CC1)C(=O)CCCCC=O. The product is Cc1cc(NCCCCCC(=O)N(C)CCN2CCC(OC(=O)Nc3ccccc3-c3ccccc3)CC2)ccc1C(=O)OC(C)(C)C. As a reaction SMILES: [BH4-:64].[C:50]([O:51][BH-:52]([O:53][C:54](=[O:55])[CH3:56])[O:57][C:58](=[O:59])[CH3:60])(=[O:61])[CH3:62].[CH2:66]([Cl:67])[Cl:68].[CH3:69][C:70](=[O:71])[OH:72].[NH2:35][c:36]1[cH:37][c:38]([CH3:49])[c:39]([C:40](=[O:41])[O:42][C:43]([CH3:44])([CH3:45])[CH3:46])[cH:47][cH:48]1.[Na+:63].[Na+:65].[c:1]1(-[c:29]2[cH:30][cH:31][cH:32][cH:33][cH:34]2)[c:2]([NH:7][C:8]([O:9][CH:10]2[CH2:11][CH2:12][N:13]([CH2:16][CH2:17][N:18]([C:19]([CH2:20][CH2:21][CH2:22][CH2:23][CH:24]=[O:25])=[O:26])[CH3:27])[CH2:14][CH2:15]2)=[O:28])[cH:3][cH:4][cH:5][cH:6]1>>[c:1]1(-[c:29]2[cH:30][cH:31][cH:32][cH:33][cH:34]2)[c:2]([NH:7][C:8]([O:9][CH:10]2[CH2:11][CH2:12][N:13]([CH2:16][CH2:17][N:18]([C:19]([CH2:20][CH2:21][CH2:22][CH2:23][CH2:24][NH:35][c:36]3[cH:37][c:38]([CH3:49])[c:39]([C:40](=[O:41])[O:42][C:43]([CH3:44])([CH3:45])[CH3:46])[cH:47][cH:48]3)=[O:26])[CH3:27])[CH2:14][CH2:15]2)=[O:28])[cH:3][cH:4][cH:5][cH:6]1. Reactants: C1(CCCCC1)N(C(NC=1SC(=CN1)S(=O)(=O)N(CC(=O)N(CC)CC)C)=O)[C@@H]1CC[C@H](CC1)C (2-({2-[3-cyclohexyl-3-(trans-4-methyl-cyclohexyl)-ureido]-thiazole-5-sulfonyl}-methyl-amino)-N,N-diethyl-acetamide), C1(CCCCC1)N(C(NC=1SC(=CN1)S(=O)(=O)NCC(=O)O)=O)[C@@H]1CC[C@H](CC1)C ({2-[3-cyclohexyl-3-(trans-4-methyl-cyclohexyl)-ureido]-thiazole-5-sulfonylamino}-acetic acid), C(C)NCC (diethylamine). The product is C1(CCCCC1)N(C(NC=1SC(=CN1)S(=O)(=O)NCC(=O)N(CC)CC)=O)[C@@H]1CC[C@H](CC1)C (2-{2-[3-Cyclohexyl-3-(trans-4-methyl-cyclohexyl)-ureido]-thiazole-5-sulfonylamino}-N,N-diethyl-acetamide). Reaction SMILES: [CH:1]1([N:7]([C@H:29]2[CH2:34][CH2:33][C@H:32]([CH3:35])[CH2:31][CH2:30]2)[C:8](=[O:28])[NH:9][C:10]2[S:11][C:12]([S:15]([N:18](C)[CH2:19][C:20]([N:22]([CH2:25][CH3:26])[CH2:23][CH3:24])=[O:21])(=[O:17])=[O:16])=[CH:13][N:14]=2)[CH2:6][CH2:5][CH2:4][CH2:3][CH2:2]1.C1(N([C@H]2CC[C@H](C)CC2)C(=O)NC2SC(S(NCC(O)=O)(=O)=O)=CN=2)CCCCC1.C(NCC)C>>[CH:1]1([N:7]([C@H:29]2[CH2:30][CH2:31][C@H:32]([CH3:35])[CH2:33][CH2:34]2)[C:8](=[O:28])[NH:9][C:10]2[S:11][C:12]([S:15]([NH:18][CH2:19][C:20]([N:22]([CH2:25][CH3:26])[CH2:23][CH3:24])=[O:21])(=[O:16])=[O:17])=[CH:13][N:14]=2)[CH2:2][CH2:3][CH2:4][CH2:5][CH2:6]1. Procedure details: The title compound was prepared in a similar manner to 2-({2-[3-cyclohexyl-3-(trans-4-methyl-cyclohexyl)-ureido]-thiazole-5-sulfonyl}-methyl-amino)-N,N-diethyl-acetamide using {2-[3-cyclohexyl-3-(trans-4-methyl-cyclohexyl)-ureido]-thiazole-5-sulfonylamino}-acetic acid and diethylamine.